This data is from the Open Reaction Database (ORD), a public repository of structured organic reaction records. The task is: describe an organic reaction: reactants, conditions, products, and yield The reactants are C1CCOC1, CO, CN(CCC(=O)c1cccc(Cl)c1)C(=O)OC(C)(C)C. Product: CN(CCC(O)c1cccc(Cl)c1)C(=O)OC(C)(C)C. As a reaction SMILES: [CH2:23]1[O:24][CH2:25][CH2:26][CH2:27]1.[CH3:21][OH:22].[Cl:1][c:2]1[cH:3][c:4]([C:8]([CH2:9][CH2:10][N:11]([C:12]([O:13][C:14]([CH3:15])([CH3:16])[CH3:17])=[O:18])[CH3:19])=[O:20])[cH:5][cH:6][cH:7]1>>[Cl:1][c:2]1[cH:3][c:4]([CH:8]([CH2:9][CH2:10][N:11]([C:12]([O:13][C:14]([CH3:15])([CH3:16])[CH3:17])=[O:18])[CH3:19])[OH:20])[cH:5][cH:6][cH:7]1. Reactants: C(C)(=O)C=1C=CC(=C(C(=O)OC)C1)NS(=O)(=O)C (methyl 5-acetyl-2-[(methylsulfonyl)amino]benzoate), C[C@H]([C@@H](C(=O)O)N)O (Thre), CC(C)(C)[S@@](=O)N ((R)-(+)-2-methylpropane-2-sulfinamide), [BH4-].[Na+] (sodium borohydride). Solvent: [O-]CC.[Ti+4].[O-]CC.[O-]CC.[O-]CC (titanium (IV) ethoxide), O1CCCC1 (tetrahydrofuran). Conditions: temperature 80 celsius, time 16 hour. Product: C(C)OC(C1=C(C=CC(=C1)[C@@H](C)N[S@](=O)C(C)(C)C)NS(=O)(=O)C)=O (ETHYL5-((1R)-1-{[(R)-TERT-BUTYLSULFINYL]AMINO}ETHYL)-2-[(METHYLSULFONYL)AMINO]BENZOATE). The yield is 23.0%. Reaction SMILES: [C:1]([C:4]1[CH:5]=[CH:6][C:7]([NH:14][S:15]([CH3:18])(=[O:17])=[O:16])=[C:8]([CH:13]=1)[C:9]([O:11][CH3:12])=[O:10])(=O)[CH3:2].[CH3:19][C:20]([S@:23]([NH2:25])=[O:24])([CH3:22])[CH3:21].[BH4-].[Na+].[CH3:28][C@@H](O)[C@H](N)C(O)=O>[O-]CC.[Ti+4].[O-]CC.[O-]CC.[O-]CC.O1CCCC1>[CH2:12]([O:11][C:9](=[O:10])[C:8]1[CH:13]=[C:4]([C@H:1]([NH:25][S@@:23]([C:20]([CH3:22])([CH3:21])[CH3:19])=[O:24])[CH3:2])[CH:5]=[CH:6][C:7]=1[NH:14][S:15]([CH3:18])(=[O:17])=[O:16])[CH3:28] |f:2.3,5.6.7.8.9|. Reported procedure: To a mixture of methyl 5-acetyl-2-[(methylsulfonyl)amino]benzoate (13.2 g, 49 mmol, PCT Int. Appl. WO2005003084) in titanium (IV) ethoxide (100 ml) and tetrahydrofuran (THF) (100 ml) was added (R)-(+)-2-methylpropane-2-sulfinamide (5.9 g, 49 mmol, Advanced Asymmmetry) and the mixture was stirred for 16 hours at 80° C. The mixture was cooled to room temperature and then to 0° C. before it was added dropwise into a 0° C. solution of sodium borohydride (7.4 g, 195 mmol). Thre mixture was stirred at... Starting materials: COc1ccc(CC(=O)O)cc1-c1ccc(C(F)(F)F)cc1CN(C(=O)OCc1ccccc1)C1CC1, CO. The product is COc1ccc(CC(=O)O)cc1-c1ccc(C(F)(F)F)cc1CNC1CC1. RXN SMILES: [CH2:1]([O:2][C:3](=[O:4])[N:11]([CH:12]1[CH2:13][CH2:14]1)[CH2:15][c:16]1[c:17](-[c:26]2[cH:27][c:28]([CH2:34][C:35](=[O:36])[OH:37])[cH:29][cH:30][c:31]2[O:32][CH3:33])[cH:18][cH:19][c:20]([C:22]([F:23])([F:24])[F:25])[cH:21]1)[c:5]1[cH:6][cH:7][cH:8][cH:9][cH:10]1.[CH3:38][OH:39]>>[NH:11]([CH:12]1[CH2:13][CH2:14]1)[CH2:15][c:16]1[c:17](-[c:26]2[cH:27][c:28]([CH2:34][C:35](=[O:36])[OH:37])[cH:29][cH:30][c:31]2[O:32][CH3:33])[cH:18][cH:19][c:20]([C:22]([F:23])([F:24])[F:25])[cH:21]1.